This data is from the Open Reaction Database (ORD), a public repository of structured organic reaction records. The task is: describe an organic reaction: reactants, conditions, products, and yield Starting materials: C(C)(=O)O (acetic acid), NC=1N=C(NC1C(=O)OC)C1CC1 (methyl 4-amino-2-cyclopropylimidazole 5-carboxylate), C(C(=O)C)CC(C)=O (acetonylacetone). Solvent: C(C)O (ethanol). Yields the product C1(CC1)C=1NC(=C(N1)N1C(=CC=C1C)C)C(=O)OC (Methyl 2-cyclopropyl-4-(2,5-dimethyl-1H-pyrrol-1-yl)imidazole-5-carboxylate). Yield: 95.6%. RXN SMILES: [NH2:1][C:2]1[N:3]=[C:4]([CH:11]2[CH2:13][CH2:12]2)[NH:5][C:6]=1[C:7]([O:9][CH3:10])=[O:8].C(O)(=O)C.[CH2:18]([CH2:22][C:23](=O)[CH3:24])[C:19]([CH3:21])=O>C(O)C>[CH:11]1([C:4]2[NH:5][C:6]([C:7]([O:9][CH3:10])=[O:8])=[C:2]([N:1]3[C:23]([CH3:24])=[CH:22][CH:18]=[C:19]3[CH3:21])[N:3]=2)[CH2:13][CH2:12]1. Procedure details: A suspension of methyl 4-amino-2-cyclopropylimidazole-5-carboxylate (Example 40, 5.72 g, 0.032 mol) in ethanol (40 mL) was treated with acetic acid (25 mL) and the mixture refluxed to effect solution. To the hot solution was added acetonylacetone (5.41 g, 0.047 mol) and the whole stirred and refluxed for 18 hours. The solvent was removed under reduced pressure and the residue purified by flash chromatography eluting with a gradient of CH2Cl2 to 20% EtOAc in CH2Cl2 to afford 7.93 g of the title c...